Task: describe an organic reaction: reactants, conditions, products, and yield. Dataset: the Open Reaction Database (ORD), a public repository of structured organic reaction records Starting materials: C(C)OC(CC(C)C1=C(C=C(C=C1)O)C)=O ((+/−)-3-(4-Hydroxy-2-methyl-phenyl)-butyric acid ethyl ester), C([O-])([O-])=O.[Cs+].[Cs+] (cesium carbonate), Cl (HCl), ClCC1=C(C=NN1C1=C(C=CC=C1Cl)Cl)C(C)C (5-Chloromethyl-1-(2,6-dichloro-phenyl)-4-isopropyl-1H-pyrazole). The solvent is CN(C)C=O (DMF), O (water). Conditions: temperature 50 celsius, time 5 minute. Product: C(C)OC(CC(C)C1=C(C=C(C=C1)OCC=1N(N=CC1C(C)C)C1=C(C=CC=C1Cl)Cl)C)=O ((+/−)-3-{4-[2-(2,6-Dichloro-phenyl)-4-isopropyl-2H-pyrazol-3-ylmethoxy]-2-methyl-phenyl}-butyric Acid Ethyl Ester). Reaction SMILES: [CH2:1]([O:3][C:4](=[O:16])[CH2:5][CH:6]([C:8]1[CH:13]=[CH:12][C:11]([OH:14])=[CH:10][C:9]=1[CH3:15])[CH3:7])[CH3:2].C(=O)([O-])[O-].[Cs+].[Cs+].Cl[CH2:24][C:25]1[N:29]([C:30]2[C:35]([Cl:36])=[CH:34][CH:33]=[CH:32][C:31]=2[Cl:37])[N:28]=[CH:27][C:26]=1[CH:38]([CH3:40])[CH3:39].Cl>CN(C=O)C.O>[CH2:1]([O:3][C:4](=[O:16])[CH2:5][CH:6]([C:8]1[CH:13]=[CH:12][C:11]([O:14][CH2:24][C:25]2[N:29]([C:30]3[C:35]([Cl:36])=[CH:34][CH:33]=[CH:32][C:31]=3[Cl:37])[N:28]=[CH:27][C:26]=2[CH:38]([CH3:40])[CH3:39])=[CH:10][C:9]=1[CH3:15])[CH3:7])[CH3:2] |f:1.2.3|. Procedure: To a solution of (+/−)-3-(4-Hydroxy-2-methyl-phenyl)-butyric acid ethyl ester (0.366 g, 0.748 mmol) in DMF (4 mL) is added cesium carbonate (1.1 g, 1.5 mmol). After 5 minutes at room temperature, 5-Chloromethyl-1-(2,6-dichloro-phenyl)-4-isopropyl-1H-pyrazole (0.50 g, 0.748 mmol) is added and the reaction is heated to 50° C. overnight. Upon cooling, water is added followed by 1N HCl. The resulting mixture is extracted two times with ethyl acetate and the organic layers are combined and are washed... Starting materials: ClC=1C=CC(=C(C1)N(C(=O)C=1OC=CN1)C1=CC=CC=C1)C(CCC1=CC=CC=C1)=O (Oxazole-2-carboxylic acid [5-chloro-2-(3-phenyl-propionyl)-phenyl]-phenyl-amide). Run in CO (MeOH), C(=O)([O-])[O-].[K+].[K+] (K2CO3). Yields the product C(C1=CC=CC=C1)C1=C(N(C2=CC(=CC=C2C1=O)Cl)C1=CC=CC=C1)C=1OC=CN1 (3-benzyl-7-chloro-2-oxazol-2-yl-1-phenyl-1H-quinolin-4-one). The yield is 62.8%. RXN SMILES: [Cl:1][C:2]1[CH:3]=[CH:4][C:5]([C:22](=[O:31])[CH2:23][CH2:24][C:25]2[CH:30]=[CH:29][CH:28]=[CH:27][CH:26]=2)=[C:6]([N:8]([C:16]2[CH:21]=[CH:20][CH:19]=[CH:18][CH:17]=2)[C:9]([C:11]2[O:12][CH:13]=[CH:14][N:15]=2)=O)[CH:7]=1>CO.C([O-])([O-])=O.[K+].[K+]>[CH2:24]([C:23]1[C:22](=[O:31])[C:5]2[C:6](=[CH:7][C:2]([Cl:1])=[CH:3][CH:4]=2)[N:8]([C:16]2[CH:17]=[CH:18][CH:19]=[CH:20][CH:21]=2)[C:9]=1[C:11]1[O:12][CH:13]=[CH:14][N:15]=1)[C:25]1[CH:26]=[CH:27][CH:28]=[CH:29][CH:30]=1 |f:2.3.4|. Reported procedure: Oxazole-2-carboxylic acid [5-chloro-2-(3-phenyl-propionyl)-phenyl]-phenyl-amide (387 mg) was dissolved in dry MeOH (20 mL) and K2CO3 (100 mg), and heated at reflux for 1.5 h. The product was then cooled, the solvent evaporated, and the residue chromatographed (0-30% MeOH/DCM) to provide 3-benzyl-7-chloro-2-oxazol-2-yl-1-phenyl-1H-quinolin-4-one (Compound 140, 233 mg). mp=219.0-220.0° C. Conditions: time 1 hour. Run in N1=CC=CC=C1 (pyridine). Reaction SMILES: [OH:1][C:2]1[CH:3]=[C:4]([I:9])[CH:5]=[C:6]([OH:8])[CH:7]=1.[C:10](OC(=O)C)(=[O:12])[CH3:11].C(O)(=O)[CH2:18][C:19](CC(O)=O)(C(O)=O)[OH:20]>N1C=CC=CC=1>[C:10]([O:1][C:2]1[CH:3]=[C:4]([I:9])[CH:5]=[C:6]([O:8][C:19](=[O:20])[CH3:18])[CH:7]=1)(=[O:12])[CH3:11]. Reactants: C(C)(=O)OC(C)=O (acetic anhydride), OC=1C=C(C=C(C1)O)I (3,5-Dihydroxyiodobenzene), C(CC(O)(C(=O)O)CC(=O)O)(=O)O (citric acid). Procedure: NMR (CDCl3) δ: 5.22 (2H, s), 6.31 (1H, t, J=2.5), 6.79 (2H, d, J=2.5) (3) 3,5-Dihydroxyiodobenzene (1.02 g) is dissolved in pyridine (2.8 ml), and thereto is added acetic anhydride (1.53 g) at room temperature. The mixture is stirred for one hour, and the reaction mixture is poured into 10% aqueous citric acid solution, and extracted with ethyl acetate. The organic layer is washed with water, dried, and concentrated under reduced pressure to give 3,5-diacetoxyiodobenzene (1.37 g). The product is C(C)(=O)OC=1C=C(C=C(C1)OC(C)=O)I (3,5-diacetoxyiodobenzene). The reactants are N(=O)[O-].[Na+] (sodium nitrite), COC(=O)C1=CC(=C([Se]1)C(=O)OC)[N+](=O)[O-] (methyl 5-(methoxycarbonyl)-3-nitroselenophene-2-carboxylate), COC(=O)C=1[Se]C(=CC1N)C(=O)OC (methyl-amino-5-(methoxycarbonyl)selenophene-2-carboxylate), amines, nitro, C([O-])([O-])=O.[K+].[K+].CNC (potassium carbonate dimethylamine). Reagents/catalysts: [Fe] (iron). Yields the product CN(C)N=NC1=C([Se]C(=C1)C(=O)OC)C(=O)OC (methyl 3-[(dimethylamino)diazenyl]-5-(methoxycarbonyl)selenophene-2-carboxylate). Reaction SMILES: [CH3:1][O:2][C:3]([C:5]1[Se:9][C:8]([C:10]([O:12][CH3:13])=[O:11])=[C:7]([N+:14]([O-])=O)[CH:6]=1)=[O:4].COC(C1[Se]C(C(OC)=O)=CC=1[NH2:26])=O.N([O-])=O.[Na+].C(=O)([O-])[O-].[K+].[K+].[CH3:41][NH:42][CH3:43]>[Fe]>[CH3:41][N:42]([N:26]=[N:14][C:7]1[CH:6]=[C:5]([C:3]([O:2][CH3:1])=[O:4])[Se:9][C:8]=1[C:10]([O:12][CH3:13])=[O:11])[CH3:43] |f:2.3,4.5.6.7|. Procedure: Oxidation of methyl 5-methylselenophene-2-carboxylate with selenium dioxide provided methyl 5-formylselenophene-2-carboxylate, which on further oxidation with silver nitrate gave selenophene-2,5-dicarboxylic acid. Nitration of selenophene-2,5-dicarboxylic acid and esterfication provided methyl 5-(methoxycarbonyl)-3-nitroselenophene-2-carboxylate in good yield. The nitro functionality is reduced to amines using suitable reducing agents, for example, iron powder or any other nitro reducing agents ... The reactants are Oc1cncc(Cl)c1, [K+], Cc1ccc(S(=O)(=O)OCC2CCN2C(=O)OC(C)(C)C)cc1, CN(C)C=O, [OH-]. Yields the product CC(C)(C)OC(=O)N1CCC1COc1cncc(Cl)c1. RXN SMILES: [Cl:1][c:2]1[cH:3][c:4]([OH:8])[cH:5][n:6][cH:7]1.[K+:10].[O:11]([S:12]([c:13]1[cH:14][cH:15][c:16]([CH3:17])[cH:18][cH:19]1)(=[O:20])=[O:21])[CH2:22][CH:23]1[N:24]([C:27](=[O:28])[O:29][C:30]([CH3:31])([CH3:32])[CH3:33])[CH2:25][CH2:26]1.[O:34]=[CH:35][N:36]([CH3:37])[CH3:38].[OH-:9]>>[Cl:1][c:2]1[cH:3][c:4]([O:8][CH2:22][CH:23]2[N:24]([C:27](=[O:28])[O:29][C:30]([CH3:31])([CH3:32])[CH3:33])[CH2:25][CH2:26]2)[cH:5][n:6][cH:7]1. Starting materials: BrC1=C(C=CC=C1)CS(=O)(=O)[O-].[Na+] (sodium (2-bromophenyl)methanesulfonate), P(Cl)(Cl)(Cl)(Cl)Cl (PCl5). The solvent is C1(=CC=CC=C1)C (toluene). Conditions: temperature 100 celsius, time 4 hour. Product: BrC1=C(C=CC=C1)CS(=O)(=O)Cl ((2-bromophenyl)methanesulfonyl chloride). The yield is 50.1%. Reaction SMILES: [Br:1][C:2]1[CH:7]=[CH:6][CH:5]=[CH:4][C:3]=1[CH2:8][S:9]([O-:12])(=O)=[O:10].[Na+].P(Cl)(Cl)(Cl)(Cl)[Cl:15]>C1(C)C=CC=CC=1>[Br:1][C:2]1[CH:7]=[CH:6][CH:5]=[CH:4][C:3]=1[CH2:8][S:9]([Cl:15])(=[O:12])=[O:10] |f:0.1|. Reported procedure: To a suspension of crude sodium (2-bromophenyl)methanesulfonate (34 g) in toluene (500 mL) was added PCl5 (34 g, 0.16 mol). The resulting mixture was stirred at 100° Celsius for 4 hours before concentrating to dryness and pouring the residue onto crushed ice (150 g), stirring for 5 min, and extracting with DCM (3×50 mL). The combined organic extracts were dried over MgSO4, filtered and concentrated to dryness to give (2-bromophenyl)methanesulfonyl chloride (16.8 g, 77%). 1H NMR (300 MHz, DMSO-d6... Starting materials: O=C1c2ccccc2C(=O)N1CCS(=O)(=O)Cl, ClCCl, CC(C)Nc1cccnc1N(C)C1CCN(C(=O)c2cc3cc(N)ccc3[nH]2)CC1, O, c1ccncc1. Yields the product CC(C)Nc1cccnc1N(C)C1CCN(C(=O)c2cc3cc(NS(=O)(=O)CCN4C(=O)c5ccccc5C4=O)ccc3[nH]2)CC1. RXN SMILES: [C:37]1(=[O:53])[c:38]2[c:39]([cH:49][cH:50][cH:51][cH:52]2)[C:40](=[O:48])[N:41]1[CH2:42][CH2:43][S:44](=[O:45])(=[O:46])[Cl:47].[CH2:54]([Cl:55])[Cl:56].[NH2:1][c:2]1[cH:3][c:4]2[cH:5][c:6]([C:11](=[O:12])[N:13]3[CH2:14][CH2:15][CH:16]([N:19]([c:20]4[n:21][cH:22][cH:23][cH:24][c:25]4[NH:26][CH:27]([CH3:28])[CH3:29])[CH3:30])[CH2:17][CH2:18]3)[nH:7][c:8]2[cH:9][cH:10]1.[OH2:57].[cH:31]1[cH:32][cH:33][n:34][cH:35][cH:36]1>>[NH:1]([c:2]1[cH:3][c:4]2[cH:5][c:6]([C:11](=[O:12])[N:13]3[CH2:14][CH2:15][CH:16]([N:19]([c:20]4[n:21][cH:22][cH:23][cH:24][c:25]4[NH:26][CH:27]([CH3:28])[CH3:29])[CH3:30])[CH2:17][CH2:18]3)[nH:7][c:8]2[cH:9][cH:10]1)[S:44]([CH2:43][CH2:42][N:41]1[C:37](=[O:53])[c:38]2[c:39]([cH:49][cH:50][cH:51][cH:52]2)[C:40]1=[O:48])(=[O:45])=[O:46]. Run at time 2 hour. RXN SMILES: [BH4-].[Na+].[CH3:3][C:4]1[CH:9]=[C:8]([NH:10][C:11](=[O:20])[CH2:12][C:13]2[CH:18]=[CH:17][CH:16]=[CH:15][C:14]=2[CH3:19])[CH:7]=[C:6]([CH3:21])[C:5]=1[S:22]C#N.O.Cl>C(O)C.C(COC)OC>[CH3:3][C:4]1[CH:9]=[C:8]([NH:10][C:11](=[O:20])[CH2:12][C:13]2[CH:18]=[CH:17][CH:16]=[CH:15][C:14]=2[CH3:19])[CH:7]=[C:6]([CH3:21])[C:5]=1[SH:22] |f:0.1|. Reported procedure: Sodium borohydride (2.5 g, 66 mM) was added in portions to an ice-water cooled suspension of 2,6-dimethyl-4-[2-(2-methylphenyl)acetamido]phenyl thiocyanate (B) (5.0 g, 16 mM) in ethanol (100 mL) and dimethoxyethane (100 mL). After 2 hours, water (200 mL) was added to the clear yellow solution. The mixture was acidified to pH4 with 2M HCl and extracted with ethyl acetate. The combined extracts were washed with water, then with saturated sodium chloride solution, and dried (MgSO4). The solvent was... Solvent: C(C)O (ethanol), C(OC)COC (dimethoxyethane). Reactants: CC1=C(C(=CC(=C1)NC(CC1=C(C=CC=C1)C)=O)C)SC#N (2,6-dimethyl-4-[2-(2-methylphenyl)acetamido]phenyl thiocyanate), O (water), [BH4-].[Na+] (Sodium borohydride), ice water, Cl (HCl). Yields the product CC1=C(C(=CC(=C1)NC(CC1=C(C=CC=C1)C)=O)C)S (2,6-dimethyl-4-[2-(2-methylphenyl)acetamido]benzenethiol). Reactants: Cl (HCl), hydrochloride salt, COC(=O)[C@H]1[C@@H](N(C(O1)=O)C(NCCCN1CCC(CC1)C1=CC=C(C=C1)F)=O)C1=CC(=C(C=C1)F)F ((4S, 5R)-4-(3,4-difluorophenyl)-3-{3-[4-(4-fluorophenyl)piperidin-1-yl]propylcarbamoyl}-2-oxo-oxazolidine-5-carboxylic acid methyl ester), [OH-].[Li+] (lithium hydroxide). Run in O1CCCC1 (tetrahydrofuran). Reaction conditions: temperature 0 celsius. Yields the product FC=1C=C(C=CC1F)[C@@H]1N(C(O[C@H]1C(=O)O)=O)C(NCCCN1CCC(CC1)C1=CC=C(C=C1)F)=O ((4S, 5R)-4-(3,4-difluorophenyl)-3-{3-[4-(4-fluorophenyl)piperidin-1-yl]propylcarbamoyl}-2-oxo-oxazolidine-5-carboxylic acid). As a reaction SMILES: C[O:2][C:3]([C@@H:5]1[O:9][C:8](=[O:10])[N:7]([C:11](=[O:29])[NH:12][CH2:13][CH2:14][CH2:15][N:16]2[CH2:21][CH2:20][CH:19]([C:22]3[CH:27]=[CH:26][C:25]([F:28])=[CH:24][CH:23]=3)[CH2:18][CH2:17]2)[C@H:6]1[C:30]1[CH:35]=[CH:34][C:33]([F:36])=[C:32]([F:37])[CH:31]=1)=[O:4].[OH-].[Li+].Cl>O1CCCC1>[F:37][C:32]1[CH:31]=[C:30]([C@H:6]2[C@H:5]([C:3]([OH:4])=[O:2])[O:9][C:8](=[O:10])[N:7]2[C:11](=[O:29])[NH:12][CH2:13][CH2:14][CH2:15][N:16]2[CH2:21][CH2:20][CH:19]([C:22]3[CH:23]=[CH:24][C:25]([F:28])=[CH:26][CH:27]=3)[CH2:18][CH2:17]2)[CH:35]=[CH:34][C:33]=1[F:36] |f:1.2|. Procedure details: A solution of the hydrochloride salt of (4S, 5R)-4-(3,4-difluorophenyl)-3-{3-[4-(4-fluorophenyl)piperidin-1-yl]propylcarbamoyl}-2-oxo-oxazolidine-5-carboxylic acid methyl ester (300 mg, 0.54 mmol) in tetrahydrofuran (5 mL) was cooled to 0° C. and treated with 0.5M aqueous lithium hydroxide solution (2.2 mL, 1.1 mmol). The reaction mixture was stirred at 0° C. 20 minutes when 1N aqueous HCl was added dropwise until the pH of the reaction mixture reached 6. The volatile organics were removed under... Reactants: Cc1nc(NC(=O)OC(C)(C)C)ccc1C#N, CC(=O)O. The product is Cc1nc(NC(=O)OC(C)(C)C)ccc1CN. RXN SMILES: [C:1]([CH3:2])([CH3:3])([CH3:4])[O:5][C:6](=[O:7])[NH:8][c:9]1[n:10][c:11]([CH3:17])[c:12]([C:15]#[N:16])[cH:13][cH:14]1.[CH3:18][C:19](=[O:20])[OH:21]>>[C:1]([CH3:2])([CH3:3])([CH3:4])[O:5][C:6](=[O:7])[NH:8][c:9]1[n:10][c:11]([CH3:17])[c:12]([CH2:15][NH2:16])[cH:13][cH:14]1.